This data is from the Open Reaction Database (ORD), a public repository of structured organic reaction records. The task is: describe an organic reaction: reactants, conditions, products, and yield The reactants are FC(C1=CC=C(C=N1)C=O)(F)F (6-(trifluoromethyl)pyridine-3-carbaldehyde), ice water, CS(=O)C (DMSO), [H-].[Na+] (NaH), [I-].C[S+](C)C (Trimethylsulfonium iodide). Solvent: C1CCOC1 (THF), C1CCOC1 (THF). Reaction conditions: temperature 65 celsius, time 10 minute. The product is FC(C1=NC=C(C=C1)C1OC1)(F)F (2-(trifluoromethyl)-5-(oxiran-2-yl)pyridine). RXN SMILES: CS(C)=O.[H-].[Na+].[I-].[CH3:8][S+](C)C.[F:12][C:13]([F:23])([F:22])[C:14]1[N:19]=[CH:18][C:17]([CH:20]=[O:21])=[CH:16][CH:15]=1>C1COCC1>[F:23][C:13]([F:22])([F:12])[C:14]1[CH:15]=[CH:16][C:17]([CH:20]2[CH2:8][O:21]2)=[CH:18][N:19]=1 |f:1.2,3.4|. Reported procedure: The title compound was prepared by following general procedure 3. DMSO was added to NaH (1 equiv.) and heated to 65° C. for 1 h. THF was added at the same temperature and heated for another 10 min. After 10 min., the reaction mixture was cooled to 0° C. Trimethylsulfonium iodide (1 equiv.) was added and stirred for 10 min. after which the solution of 6-(trifluoromethyl)pyridine-3-carbaldehyde (1 equiv.) in THF was added dropwise. After complete addition, the reaction mixture was stirred at RT fo...